This data is from the Open Reaction Database (ORD), a public repository of structured organic reaction records. The task is: describe an organic reaction: reactants, conditions, products, and yield Reactants: ice, CC1=CC=C(CC2=C(C=C(C(=O)O)C(=C2)CC2=CC=C(C=C2)C)C(=O)O)C=C1 (4,6-bis(4-methylbenzyl)isophthalic acid), FC(C(=O)O)(F)F (trifluoroacetic acid), FC(S(=O)(=O)O)(F)F (trifluoromethanesulfonic acid). Run at time 3 day. Product: CC=1C=CC=2CC3=CC=4CC5=CC=C(C=C5C(C4C=C3C(C2C1)=O)=O)C (3,9-dimethylpentacene-5,7(12H,14H)-dione). As a reaction SMILES: [CH3:1][C:2]1[CH:28]=[CH:27][C:5]([CH2:6][C:7]2[CH:15]=[C:14]([CH2:16][C:17]3[CH:22]=[CH:21][C:20]([CH3:23])=[CH:19][CH:18]=3)[C:10]([C:11](O)=[O:12])=[CH:9][C:8]=2[C:24]([OH:26])=O)=[CH:4][CH:3]=1.FC(F)(F)C(O)=O.FC(F)(F)S(O)(=O)=O>>[CH3:23][C:20]1[CH:21]=[CH:22][C:17]2[CH2:16][C:14]3[C:10]([C:11](=[O:12])[C:18]=2[CH:19]=1)=[CH:9][C:8]1[C:24](=[O:26])[C:27]2[C:5](=[CH:4][CH:3]=[C:2]([CH3:1])[CH:28]=2)[CH2:6][C:7]=1[CH:15]=3. Procedure: To 14.1 grams of 4,6-bis(4-methylbenzyl)isophthalic acid was added 75 mL of trifluoroacetic acid followed by 48 grams of trifluoromethanesulfonic acid. After stirring for 3 days at room temperature, the mixture was poured over 200 g of ice, and the resulting solid was collected by filtration. The solid was washed with 400 mL of saturated aqueous sodium bicarbonate solution, followed by 1100 mL of water until the filtrate was neutral to pH paper. The solid was washed with heptane and dried to giv... Reactants: O=C([O-])[O-], CCN=C=NCCCN(C)C, CN(C)C=O, Cc1nn(-c2ccc(F)cc2)cc1C(=O)O, [K+], [K+], N#Cc1cc(N)ccc1N1CCC(O)CC1, On1nnc2ccccc21. Yields the product Cc1nn(-c2ccc(F)cc2)cc1C(=O)Nc1ccc(N2CCC(O)CC2)c(C#N)c1. Reaction SMILES: [C:54](=[O:55])([O-:56])[O-:57].[CH2:43]([N:44]=[C:45]=[N:46][CH2:47][CH2:48][CH2:49][N:50]([CH3:51])[CH3:52])[CH3:53].[CH3:60][N:61]([CH3:62])[CH:63]=[O:64].[F:1][c:2]1[cH:3][cH:4][c:5](-[n:8]2[n:9][c:10]([CH3:16])[c:11]([C:13](=[O:14])[OH:15])[cH:12]2)[cH:6][cH:7]1.[K+:58].[K+:59].[NH2:17][c:18]1[cH:19][cH:20][c:21]([N:26]2[CH2:27][CH2:28][CH:29]([OH:32])[CH2:30][CH2:31]2)[c:22]([C:23]#[N:24])[cH:25]1.[OH:33][n:34]1[c:35]2[cH:36][cH:37][cH:38][cH:39][c:40]2[n:41][n:42]1>>[F:1][c:2]1[cH:3][cH:4][c:5](-[n:8]2[n:9][c:10]([CH3:16])[c:11]([C:13](=[O:15])[NH:17][c:18]3[cH:19][cH:20][c:21]([N:26]4[CH2:27][CH2:28][CH:29]([OH:32])[CH2:30][CH2:31]4)[c:22]([C:23]#[N:24])[cH:25]3)[cH:12]2)[cH:6][cH:7]1.